From a dataset of the Open Reaction Database (ORD), a public repository of structured organic reaction records. describe an organic reaction: reactants, conditions, products, and yield Starting materials: CCOC(C)=O, CCN(C(C)C)C(C)C, O=[N+]([O-])c1ccc(S(=O)(=O)Cl)cc1, N#Cc1ccc(-c2nc(NCCN)ncc2-c2ncc[nH]2)cc1. The product is N#Cc1ccc(-c2nc(NCCNS(=O)(=O)c3ccc([N+](=O)[O-])cc3)ncc2-c2ncc[nH]2)cc1. As a reaction SMILES: [CH3:46][CH2:47][O:48][C:49](=[O:50])[CH3:51].[CH:37]([N:38]([CH2:39][CH3:40])[CH:41]([CH3:42])[CH3:43])([CH3:44])[CH3:45].[Cl:24][S:25](=[O:26])(=[O:27])[c:28]1[cH:29][cH:30][c:31]([N+:34](=[O:35])[O-:36])[cH:32][cH:33]1.[NH2:1][CH2:2][CH2:3][NH:4][c:5]1[n:6][cH:7][c:8](-[c:19]2[nH:20][cH:21][cH:22][n:23]2)[c:9](-[c:11]2[cH:12][cH:13][c:14]([C:17]#[N:18])[cH:15][cH:16]2)[n:10]1>>[NH:1]([CH2:2][CH2:3][NH:4][c:5]1[n:6][cH:7][c:8](-[c:19]2[nH:20][cH:21][cH:22][n:23]2)[c:9](-[c:11]2[cH:12][cH:13][c:14]([C:17]#[N:18])[cH:15][cH:16]2)[n:10]1)[S:25](=[O:26])(=[O:27])[c:28]1[cH:29][cH:30][c:31]([N+:34](=[O:35])[O-:36])[cH:32][cH:33]1. Reactants: CC(=O)C (acetone), Cl (Hydrochloric acid), C(C)(=O)O (acetic acid), CC(=O)[C@@]1(CC2=C(C(=C3C(=C2O)C(=O)C=4C=CC=CC4C3=O)O)[C@H](C1)O[C@H]5C[C@@H]([C@@H](CO5)O)O)N (amrubicin), CC(=O)C (acetone). Solvent: O (water). Conditions: time 30 minute. Yields the product CC(=O)[C@@]1(CC2=C(C(=C3C(=C2O)C(=O)C=4C=CC=CC4C3=O)O)[C@H](C1)O[C@H]5C[C@@H]([C@@H](CO5)O)O)N.Cl (amrubicin hydrochloride). Reaction SMILES: [ClH:1].C(O)(=O)C.[CH3:6][C:7]([C@@:9]1([NH2:40])[CH2:30][C@H:29]([O:31][C@@H:32]2[O:37][CH2:36][C@@H:35]([OH:38])[C@@H:34]([OH:39])[CH2:33]2)[C:12]2[C:13]([OH:28])=[C:14]3[C:26](=[O:27])[C:25]4[CH:24]=[CH:23][CH:22]=[CH:21][C:20]=4[C:18](=[O:19])[C:15]3=[C:16]([OH:17])[C:11]=2[CH2:10]1)=[O:8].CC(C)=O>O>[CH3:6][C:7]([C@@:9]1([NH2:40])[CH2:30][C@H:29]([O:31][C@@H:32]2[O:37][CH2:36][C@@H:35]([OH:38])[C@@H:34]([OH:39])[CH2:33]2)[C:12]2[C:13]([OH:28])=[C:14]3[C:26](=[O:27])[C:25]4[CH:24]=[CH:23][CH:22]=[CH:21][C:20]=4[C:18](=[O:19])[C:15]3=[C:16]([OH:17])[C:11]=2[CH2:10]1)=[O:8].[ClH:1] |f:5.6|. Procedure details: 1N Hydrochloric acid (2.05 g) and acetic acid (0.75 g) were added to a solution of amrubicin (1.0 g) in water (10 g) and acetone (6.7 g) at 0 to 5° C., to adjust the pH to 2.5, and stirred for 30 minutes. The reaction mixture was poured into acetone (280 g) at 30 to 34° C., and stirred for 3 hours. The precipitated crystals were collected by filtration, and washed with acetone (9.8 g) to give wet crystals of amrubicin hydrochloride. The wet crystals were added again to mixture of acetone (280 g)... The reactants are [OH-].[Na+] (sodium hydroxide), C12(CC3CC(CC(C1)C3)C2)C=2C=C(C=CC2OC)NC(NC2=CC=C(C(=O)OC)C=C2)=O (methyl 4-[3-(1-adamantyl)-4-methoxyphenylureido]benzoate). The solvent is CO (methanol). Reaction conditions: time 3 hour. Yields the product C12(CC3CC(CC(C1)C3)C2)C=2C=C(C=CC2OC)NC(NC2=CC=C(C(=O)O)C=C2)=O (4-[3-(1-adamantyl)-4-methoxyphenylureido]benzoic acid). The yield is 47.2%. RXN SMILES: [OH-].[Na+].[C:3]12([C:13]3[CH:14]=[C:15]([NH:21][C:22](=[O:34])[NH:23][C:24]4[CH:33]=[CH:32][C:27]([C:28]([O:30]C)=[O:29])=[CH:26][CH:25]=4)[CH:16]=[CH:17][C:18]=3[O:19][CH3:20])[CH2:12][CH:7]3[CH2:8][CH:9]([CH2:11][CH:5]([CH2:6]3)[CH2:4]1)[CH2:10]2>CO>[C:3]12([C:13]3[CH:14]=[C:15]([NH:21][C:22](=[O:34])[NH:23][C:24]4[CH:33]=[CH:32][C:27]([C:28]([OH:30])=[O:29])=[CH:26][CH:25]=4)[CH:16]=[CH:17][C:18]=3[O:19][CH3:20])[CH2:10][CH:9]3[CH2:11][CH:5]([CH2:6][CH:7]([CH2:8]3)[CH2:12]1)[CH2:4]2 |f:0.1|. Procedure details: 6 g (0.15 mol) of sodium hydroxide are added to a solution of 6.08 g (14 mmol) of methyl 4-[3-(1-adamantyl)-4-methoxyphenylureido]benzoate in 75 ml of methanol and the mixture is stirred at room temperature for 3 hours and then heated to reflux for 3.5 hours. The reaction mixture is evaporated, the residue is then taken up with 100 ml of water and the mixture is acidified to pH 1. The solid is filtered off, rinsed with water, dried and recrystallized in a tetrahydrofuran/hexane mixture to yield ...